Task: describe an organic reaction: reactants, conditions, products, and yield. Dataset: the Open Reaction Database (ORD), a public repository of structured organic reaction records The reactants are CCOCC (ether), BrC1=CC=NC2=CC3=C(C=C12)OCO3 (4-bromo-6,7-methylenedioxyquinoline), O1CCCC1 (tetrahydrofuran), solution, C(CCC)[Li] (n-butyllithium). Solvent: CCCCCC (hexane). Product: C1OC=2C=C3C(=CC=NC3=CC2O1)[Li] (6,7-methylenedioxy-4-quinolyllithium). Reaction SMILES: CCOCC.[CH2:6]([Li:10])[CH2:7][CH2:8][CH3:9].BrC1C2[C:16](=[CH:17][C:18]3[O:24][CH2:23][O:22]C=3C=2)[N:15]=[CH:14][CH:13]=1.O1CCCC1>CCCCCC>[CH2:23]1[O:24][C:18]2[CH:17]=[C:16]3[C:7]([C:6]([Li:10])=[CH:13][CH:14]=[N:15]3)=[CH:8][C:9]=2[O:22]1. Procedure: To 250 ml. of anhydrous ether was added 19.3 ml. of a 1.45M solution of n-butyllithium in hexane. The resulting solution was cooled to -68°. Thereafter, there was added 6.55 g. of 4-bromo-6,7-methylenedioxyquinoline dissolved in 200 ml. of anhydrous tetrahydrofuran over a period of 30 minutes with stirring and under a nitrogen atmosphere to afford 6,7-methylenedioxy-4-quinolyllithium. Stirring of the mixture was continued at the same temperature for 30 minutes followed by the addition of a solut... Reactants: Cl.O1CCCOC=2C=NC(=CC21)CNC2CCN(CC2)CCN2C(C=CC1=NC=C(C=C21)F)=O (1-(2-(4-((3,4-dihydro-2H-(1,4)dioxepino(2,3-c)pyridin-8-ylmethyl)amino)piperidin-1-yl)ethyl)-7-fluoro-1,5-naphthyridin-2(1H)-one hydrochloride), C(O)([O-])=O.[Na+] (sodium hydrogen carbonate). Solvent: C(Cl)(Cl)Cl (chloroform). Reaction conditions: time 4 hour. Product: O1CCCOC=2C=NC(=CC21)CNC2CCN(CC2)CCN2C(C=CC1=NC=C(C=C21)OC)=O (1-(2-(4-((3,4-dihydro-2H-(1,4)dioxepino(2,3-c)pyridin-8-ylmethyl)amino)piperidin-1-yl)ethyl)-7-methoxy-1,5-naphthyridin-2(1H)-one). As a reaction SMILES: Cl.[O:2]1[C:12]2[CH:11]=[C:10]([CH2:13][NH:14][CH:15]3[CH2:20][CH2:19][N:18]([CH2:21][CH2:22][N:23]4[C:32]5[C:27](=[N:28][CH:29]=[C:30](F)[CH:31]=5)[CH:26]=[CH:25][C:24]4=[O:34])[CH2:17][CH2:16]3)[N:9]=[CH:8][C:7]=2[O:6][CH2:5][CH2:4][CH2:3]1.[C:35](=O)([O-])[OH:36].[Na+]>C(Cl)(Cl)Cl>[O:2]1[C:12]2[CH:11]=[C:10]([CH2:13][NH:14][CH:15]3[CH2:20][CH2:19][N:18]([CH2:21][CH2:22][N:23]4[C:32]5[C:27](=[N:28][CH:29]=[C:30]([O:36][CH3:35])[CH:31]=5)[CH:26]=[CH:25][C:24]4=[O:34])[CH2:17][CH2:16]3)[N:9]=[CH:8][C:7]=2[O:6][CH2:5][CH2:4][CH2:3]1 |f:0.1,2.3|. Procedure details: To 85 mg of 1-(2-(4-((3,4-dihydro-2H-(1,4)dioxepino(2,3-c)pyridin-8-ylmethyl)amino)piperidin-1-yl)ethyl)-7-fluoro-1,5-naphthyridin-2(1H)-one hydrochloride, chloroform and a saturated aqueous sodium hydrogen carbonate solution were added, the organic layer was separated, and the aqueous layer was extracted with chloroform. The organic layer and the extract were combined, the resultant solution was washed with a saturated aqueous sodium chloride solution and dried over anhydrous magnesium sulfate,... Reactants: CN1CCN(CC1)CC#N ((4-methylpiperazin-1-yl)acetonitrile), NO (hydroxylamine). Run in C(C)O (ethanol). Product: ONC(CN1CCN(CC1)C)=N (N-hydroxy-2-(4-methylpiperazin-1-yl)ethanimidamide). As a reaction SMILES: [CH3:1][N:2]1[CH2:7][CH2:6][N:5]([CH2:8][C:9]#[N:10])[CH2:4][CH2:3]1.[NH2:11][OH:12]>C(O)C>[OH:12][NH:11][C:9](=[NH:10])[CH2:8][N:5]1[CH2:6][CH2:7][N:2]([CH3:1])[CH2:3][CH2:4]1. Procedure: A mixture (4-methylpiperazin-1-yl)acetonitrile (400 mg), hydroxylamine (50% aqueous solution, 2.0 mL) and ethanol (10.0 mL), was stirred at room temperature for 18 hours. The reaction mixture was evaporated to dryness to give a crystalline solid that was washed with hexane and dried under vacuum to give N-hydroxy-2-(4-methylpiperazin-1-yl)ethanimidamide (405 mg). 1H-NMR (400 MHz; CDCl3): 5.19 (br s, 3H), 3.00 (s, 2H), 2.75-2.28 (br m, 8H), 2.70 (s, 3H). Reactants: [N+](=O)([O-])C1=C(OC2=CC(=CC=C2)OC2=C(C=CC=C2)[N+](=O)[O-])C=CC=C1 (1,3-bis(2-nitrophenoxy)benzene), C(CCC)O (butanol), [H][H] (hydrogen), [H][H] (hydrogen), stainless steel. Run in C(C)N(CC)CC (triethylamine). Reagents/catalysts: [Pd] (palladium on carbon). The product is NC1=C(OC2=CC(=CC=C2)OC2=C(C=CC=C2)N)C=CC=C1 (1,3-bis(2-aminophenoxy)benzene). Procedure: A mixture of 145.3 g of 1,3-bis(2-nitrophenoxy)benzene, 340 mL of butanol, 9 mL of triethylamine, and 1.7 g of 5% palladium on carbon was heated to 70° C. in a 1.0 liter stainless steel stirred autoclave and pressurized with hydrogen to 4.1 MPa. This pressure was maintained for 1 hour after the hydrogen uptake had ceased. The autoclave was cooled to room temperature and discharged. The product slurry redissolved on reheating; the solution was filtered through diatomaceous earth to remove the cat... Reaction SMILES: [N+:1]([C:4]1[CH:26]=[CH:25][CH:24]=[CH:23][C:5]=1[O:6][C:7]1[CH:12]=[CH:11][CH:10]=[C:9]([O:13][C:14]2[CH:19]=[CH:18][CH:17]=[CH:16][C:15]=2[N+:20]([O-])=O)[CH:8]=1)([O-])=O.C(O)CCC.[H][H]>[Pd].C(N(CC)CC)C>[NH2:20][C:15]1[CH:16]=[CH:17][CH:18]=[CH:19][C:14]=1[O:13][C:9]1[CH:10]=[CH:11][CH:12]=[C:7]([O:6][C:5]2[CH:23]=[CH:24][CH:25]=[CH:26][C:4]=2[NH2:1])[CH:8]=1.